From a dataset of the Open Reaction Database (ORD), a public repository of structured organic reaction records. describe an organic reaction: reactants, conditions, products, and yield Starting materials: C(C)(=O)OC(C)=O (acetic anhydride), [Br-].[NH4+] (ammonium bromide), O.C(C)(=O)O (acetate monohydrate), C(#N)C=1C=C(C=CC1)C (m-cyanotoluene), [Br-].[NH4+] (ammonium bromide). The reagents and catalysts are C(C)(=O)[O-].[Zn+2].C(C)(=O)[O-] (zinc (II) acetate). Product: C(#N)C=1C=C(C=CC1)C (m-cyanotoluene), C(C)(=O)OC(C1=CC(=CC=C1)C#N)OC(C)=O (m-cyanobenzylidene diacetate). Reaction SMILES: [C:1]([O:4][C:5](=[O:7])[CH3:6])(=[O:3])[CH3:2].[Br-].[NH4+].[C:10]([C:12]1[CH:13]=[C:14]([CH3:18])[CH:15]=[CH:16][CH:17]=1)#[N:11].O.[C:20](O)(=[O:22])[CH3:21]>C([O-])(=O)C.[Zn+2].C([O-])(=O)C>[C:10]([C:12]1[CH:13]=[C:14]([CH3:18])[CH:15]=[CH:16][CH:17]=1)#[N:11].[C:1]([O:4][CH:5]([O:7][C:20](=[O:22])[CH3:21])[C:6]1[CH:15]=[CH:16][CH:17]=[C:12]([C:10]#[N:11])[CH:13]=1)(=[O:3])[CH3:2] |f:1.2,4.5,6.7.8|. Procedure details: A glass three-neck flask was charged with 106.3 g of acetic anhydride, 0.67 g of cerous (III) acetate monohydrate, 0.88 g of zinc (II) acetate dehydrate and 0.78 g of ammonium bromide, and the mixture was stirred at 500 rpm using stirring blades, while air was bubled in at 150 ml/min at atmospheric pressure. In succession, the three-neck flask was heated in an oil back, to be kept at 90° C., and 14.9 g of m-cyanotoluene was added at a time from a dropping funnel, to start reaction. After initiat...